Dataset: the Open Reaction Database (ORD), a public repository of structured organic reaction records. Task: describe an organic reaction: reactants, conditions, products, and yield Reactants: [Al+3], CN(C)C=O, O=C1OC(=O)C2CC12, [Cl-], [Cl-], [Cl-], Clc1ccccc1, Cl. Yields the product O=C(O)C1CC1C(=O)c1ccc(Cl)cc1. Reaction SMILES: [Al+3:17].[CH3:20][N:21]([CH3:22])[CH:23]=[O:24].[CH:8]12[CH:9]([CH2:10]1)[C:11](=[O:12])[O:13][C:14]2=[O:15].[Cl-:16].[Cl-:18].[Cl-:19].[Cl:1][c:2]1[cH:3][cH:4][cH:5][cH:6][cH:7]1.[ClH:25]>>[Cl:1][c:2]1[cH:3][cH:4][c:5]([C:14]([CH:8]2[CH:9]([C:11](=[O:12])[OH:13])[CH2:10]2)=[O:15])[cH:6][cH:7]1. Reactants: [Na+].[Cl-] (NaCl), Cl (HCl), BrC1=CC(=C(C=C1)OCC(OC)OC)C (4-bromo-1-(2,2-dimethoxy-ethoxy)-2-methyl-benzene). Solvent: CCOCC (Et2O), CCOCC (Et2O). Run at time 2 day. Product: BrC1=CC(=C(OCC=O)C=C1)C ((4-bromo-2-methyl-phenoxy)acetaldehyde). Isolated yield 116.6%. Reaction SMILES: Cl.[Br:2][C:3]1[CH:8]=[CH:7][C:6]([O:9][CH2:10][CH:11](OC)[O:12]C)=[C:5]([CH3:16])[CH:4]=1.[Na+].[Cl-]>CCOCC>[Br:2][C:3]1[CH:8]=[CH:7][C:6]([O:9][CH2:10][CH:11]=[O:12])=[C:5]([CH3:16])[CH:4]=1 |f:2.3|. Reported procedure: A 5N HCl (15 mL) solution is added to a stirred solution of 4-bromo-1-(2,2-dimethoxy-ethoxy)-2-methyl-benzene (1.40 g, 5.09 mmol) in Et2O (25 mL). The two-layered solution is stirred vigorously at ambient temperature under nitrogen for 2 days. Et2O (50 mL) and saturated aqueous NaCl solution (25 mL) are added to the mixture. The organic layer is separated, washed with a half-saturated aqueous NaCl solution (30 mL) containing saturated NaHCO3 (0.5 mL), dried over MgSO4, filtered and concentrated ... Reactants: C(C)(C)(C)OC(NC=1C2=C(SC1)C(CCC2)=O)=O ((7-Oxo-4,5,6,7-tetrahydro-benzo[b]thiophene-3-yl)-carbamic acid t-butyl ester), Cl.C(C)(=O)OCC (hydrochloric acid ethyl acetate). The product is Cl.NC=1C2=C(SC1)C(CCC2)=O (3-Amino-5,6-dihydro-4H-benzo[b]thiophene-7-one hydrochloride). RXN SMILES: C(OC(=O)[NH:7][C:8]1[C:9]2[CH2:16][CH2:15][CH2:14][C:13](=[O:17])[C:10]=2[S:11][CH:12]=1)(C)(C)C.[ClH:19].C(OCC)(=O)C>>[ClH:19].[NH2:7][C:8]1[C:9]2[CH2:16][CH2:15][CH2:14][C:13](=[O:17])[C:10]=2[S:11][CH:12]=1 |f:1.2,3.4|. Reported procedure: (7-Oxo-4,5,6,7-tetrahydro-benzo[b]thiophene-3-yl)-carbamic acid t-butyl ester (18.9 g) in 4N hydrochloric acid/ethyl acetate (200 mL) was stirred for 1 hour. The resulting solid was collected by filtration, washed with ethyl acetate to provide the title compound (13.9 g) as an off-white solid. Starting materials: CCOC(Cc1ccc2oc(Cc3nc(-c4ccccc4)oc3C)cc2c1)C(=O)N1C(=O)OCC1Cc1ccccc1, [Li+], C1CCOC1, [OH-]. The product is CCOC(Cc1ccc2oc(Cc3nc(-c4ccccc4)oc3C)cc2c1)C(=O)O. Reaction SMILES: [CH2:1]([CH3:2])[O:3][CH:4]([CH2:5][c:6]1[cH:7][cH:8][c:9]2[c:10]([cH:11][c:12]([CH2:14][c:15]3[n:16][c:17](-[c:21]4[cH:22][cH:23][cH:24][cH:25][cH:26]4)[o:18][c:19]3[CH3:20])[o:13]2)[cH:27]1)[C:28](=[O:29])[N:30]1[CH:31]([CH2:32][c:33]2[cH:34][cH:35][cH:36][cH:37][cH:38]2)[CH2:39][O:40][C:41]1=[O:42].[Li+:43].[O:45]1[CH2:46][CH2:47][CH2:48][CH2:49]1.[OH-:44]>>[CH2:1]([CH3:2])[O:3][CH:4]([CH2:5][c:6]1[cH:7][cH:8][c:9]2[c:10]([cH:11][c:12]([CH2:14][c:15]3[n:16][c:17](-[c:21]4[cH:22][cH:23][cH:24][cH:25][cH:26]4)[o:18][c:19]3[CH3:20])[o:13]2)[cH:27]1)[C:28]([OH:29])=[O:44]. Reactants: CC(C)(C)OC(=O)N1CCc2c(sc3ncnc(Nc4ccc(F)cc4OC4CCOCC4)c23)C1, ClCCl, O=C(O)C(F)(F)F. Yields the product Fc1ccc(Nc2ncnc3sc4c(c23)CCNC4)c(OC2CCOCC2)c1. As a reaction SMILES: [C:8]([O:9][C:10](=[O:11])[N:15]1[CH2:16][c:17]2[c:18]([c:19]3[c:20]([n:21][cH:22][n:23][c:24]3[NH:25][c:26]3[c:27]([O:33][CH:34]4[CH2:35][CH2:36][O:37][CH2:38][CH2:39]4)[cH:28][c:29]([F:32])[cH:30][cH:31]3)[s:40]2)[CH2:41][CH2:42]1)([CH3:12])([CH3:13])[CH3:14].[Cl:43][CH2:44][Cl:45].[OH:1][C:2]([C:3]([F:4])([F:5])[F:6])=[O:7]>>[NH:15]1[CH2:16][c:17]2[c:18]([c:19]3[c:20]([n:21][cH:22][n:23][c:24]3[NH:25][c:26]3[c:27]([O:33][CH:34]4[CH2:35][CH2:36][O:37][CH2:38][CH2:39]4)[cH:28][c:29]([F:32])[cH:30][cH:31]3)[s:40]2)[CH2:41][CH2:42]1. Reactants: [K+], C1COCCO1, [OH-], Cc1ccc(S(=O)(=O)n2ccc3c(Nc4ccc5cn[nH]c5c4)nc(Nc4ccc(C(N)=O)cc4)nc32)cc1. Yields the product NC(=O)c1ccc(Nc2nc(Nc3ccc4cn[nH]c4c3)c3cc[nH]c3n2)cc1. RXN SMILES: [K+:41].[O:42]1[CH2:43][CH2:44][O:45][CH2:46][CH2:47]1.[OH-:40].[nH:1]1[n:2][cH:3][c:4]2[cH:5][cH:6][c:7]([NH:10][c:11]3[c:12]4[c:13]([n:14][c:15]([NH:17][c:18]5[cH:19][cH:20][c:21]([C:22](=[O:23])[NH2:24])[cH:25][cH:26]5)[n:16]3)[n:27]([S:30]([c:31]3[cH:32][cH:33][c:34]([CH3:35])[cH:36][cH:37]3)(=[O:38])=[O:39])[cH:28][cH:29]4)[cH:8][c:9]12>>[nH:1]1[n:2][cH:3][c:4]2[cH:5][cH:6][c:7]([NH:10][c:11]3[c:12]4[c:13]([n:14][c:15]([NH:17][c:18]5[cH:19][cH:20][c:21]([C:22](=[O:23])[NH2:24])[cH:25][cH:26]5)[n:16]3)[nH:27][cH:28][cH:29]4)[cH:8][c:9]12. The product is C(C)C1C2SC(=C(N2C1=O)C(=O)OCC1=CC=C(C=C1)[N+](=O)[O-])SCC (4-Nitrobenzyl 6-ethyl-3-ethylthio-7-oxo-4-thia-1-azabicyclo[3,2,0]hept-2-ene 2-carboxylate). Procedure: To a solution of 0.5 g of 4-nitrobenzyl 6-ethyl-7-oxo-3-thioxo-4-thia-1-azabicyclo[3,2,0]heptane 2-carboxylate in 2 ml of dioxane was added, in one batch, 0.57 ml of N-ethyldiisopropylamine, then 0.10 ml of bromoethane. When the reaction was complete, the solution was evaporated in vacuo and chromatographed on silica gel, eluting with ethyl acetate/hexane mixtures to give the title product. (Yield 0.300 g) Run in O1CCOCC1 (dioxane). RXN SMILES: [CH2:1]([CH:3]1[C:9](=[O:10])[N:8]2[CH:4]1[S:5][C:6](=[S:24])[CH:7]2[C:11]([O:13][CH2:14][C:15]1[CH:20]=[CH:19][C:18]([N+:21]([O-:23])=[O:22])=[CH:17][CH:16]=1)=[O:12])[CH3:2].[CH2:25](N(C(C)C)C(C)C)[CH3:26].BrCC>O1CCOCC1>[CH2:1]([CH:3]1[C:9](=[O:10])[N:8]2[CH:4]1[S:5][C:6]([S:24][CH2:25][CH3:26])=[C:7]2[C:11]([O:13][CH2:14][C:15]1[CH:20]=[CH:19][C:18]([N+:21]([O-:23])=[O:22])=[CH:17][CH:16]=1)=[O:12])[CH3:2]. The reactants are C(C)C1C2SC(C(N2C1=O)C(=O)OCC1=CC=C(C=C1)[N+](=O)[O-])=S (4-nitrobenzyl 6-ethyl-7-oxo-3-thioxo-4-thia-1-azabicyclo[3,2,0]heptane 2-carboxylate), C(C)N(C(C)C)C(C)C (N-ethyldiisopropylamine), BrCC (bromoethane).